From a dataset of the Open Reaction Database (ORD), a public repository of structured organic reaction records. describe an organic reaction: reactants, conditions, products, and yield Reactants: ClC1=CC=C(C=N1)N1CCC(CC1)NC(OC(C)(C)C)=O (tert-butyl [1-(6-chloropyridin-3-yl)-piperidin-4-yl)carbamate), C1CCOC1 (THF), CO (MeOH). The solvent is Cl (HCl), O1CCOCC1 (Dioxane). Product: Cl.Cl.ClC1=CC=C(C=N1)N1CCC(CC1)N (1-(6-Chloropyridin-3-yl)piperidin-4-amine dihydrochloride). Isolated yield 277.1%. As a reaction SMILES: [Cl:1][C:2]1[N:7]=[CH:6][C:5]([N:8]2[CH2:13][CH2:12][CH:11]([NH:14]C(=O)OC(C)(C)C)[CH2:10][CH2:9]2)=[CH:4][CH:3]=1.C1COCC1.CO>Cl.O1CCOCC1>[ClH:1].[ClH:1].[Cl:1][C:2]1[N:7]=[CH:6][C:5]([N:8]2[CH2:13][CH2:12][CH:11]([NH2:14])[CH2:10][CH2:9]2)=[CH:4][CH:3]=1 |f:5.6.7|. Procedure: A solution of tert-butyl [1-(6-chloropyridin-3-yl)-piperidin-4-yl)carbamate (1.211 g, 3.88 mmol) in HCl in Dioxane (4M, 5 mL), THF (5 mL) and MeOH (4 mL) was stirred at rt for 20 h. The reaction mixture was filtered, the residue washed with EtOAc and dried to give the title compound (1.02 g, 92%) as a solid; 1H NMR (500 MHz, CD3OD): 8.36 (d, 1H), 7.97 (dd, 1H), 7.68 (d, 1H), 4.05-3.96 (m, 2H), 3.51-3.41 (m, 1H), 3.18 (dt, 2H), 2.24-2.17 (m, 2H), 1.85 (dq, 2H); 13C NMR (CD3OD): 145.8, 136.7, 133.... Reaction conditions: time 3 hour. Isolated yield 4.0%. RXN SMILES: [CH:1]1([C:7]2[C:8]3[CH:9]=[CH:10][C:11]([C:33]([O:35]C)=[O:34])=[CH:12][C:13]=3[N:14]3[C:21]=2[C:20]2[CH:22]=[CH:23][CH:24]=[CH:25][C:19]=2[O:18][CH2:17][C:16]2([CH2:30][O:29]C(C)(C)O[CH2:26]2)[CH2:15]3)[CH2:6][CH2:5][CH2:4][CH2:3][CH2:2]1.S(OS(C(F)(F)F)(=O)=O)(C(F)(F)F)(=O)=O.CCN(C(C)C)C(C)C.C(N)(C)C>CO.C1COCC1.CC#N.CCOC(C)=O>[CH:1]1([C:7]2[C:8]3[CH:9]=[CH:10][C:11]([C:33]([OH:35])=[O:34])=[CH:12][C:13]=3[N:14]3[C:21]=2[C:20]2[CH:22]=[CH:23][CH:24]=[CH:25][C:19]=2[O:18][CH2:17][C:16]2([CH2:30][O:29][CH2:26]2)[CH2:15]3)[CH2:6][CH2:5][CH2:4][CH2:3][CH2:2]1 |f:4.5|. The solvent is CCOC(=O)C (EtOAc), CO.C1CCOC1 (MeOH THF), CC#N (MeCN). Procedure details: A catalytic amount of TsOH monohydrate was added to a suspension of methyl 14′-cyclohexyl-2,2-dimethylspiro[1,3-dioxane-5,7′-indolo[1,2-e][1,5]benzoxazocine]-11′-carboxylate (as prepared in Example 2, Step 3) in MeOH/THF 1:2 (0.03 M) and the solution was stirred at RT for 3 h. Filtration on a pad of neutral alumina with EtOAc afforded after removal of the solvent in vacuo, methyl 14-cyclohexyl-7,7-bis(hydroxymethyl)-7,8-dihydro-6H-indolo[1,2-e][1,5]benzoxazocine-11-carboxylate (quant). Triflic a... Product: C1(CCCCC1)C=1C=2C=CC(=CC2N2CC3(COC3)COC3=C(C21)C=CC=C3)C(=O)O (14-cyclohexylspiro[indolo[1,2-e][1,5]benzoxazocine-7,3′-oxetane]-11-carboxylic acid), 14′-cyclohexyl-1-isopropylspiro[azetidine-3,7′-indolo[1,2-e][1,5]benzoxazocine]-111′-carboxylic acid. The reactants are CCN(C(C)C)C(C)C (DIPEA), C(C)(C)N (iPrNH2), TsOH monohydrate, C1(CCCCC1)C=1C=2C=CC(=CC2N2CC3(COC4=C(C21)C=CC=C4)COC(OC3)(C)C)C(=O)OC (methyl 14′-cyclohexyl-2,2-dimethylspiro[1,3-dioxane-5,7′-indolo[1,2-e][1,5]benzoxazocine]-11′-carboxylate), CCN(C(C)C)C(C)C (DIPEA), S(=O)(=O)(C(F)(F)F)OS(=O)(=O)C(F)(F)F (Triflic anhydride). The reactants are [H-].[Na+] (sodium hydride), CC(C)C1=C(C(=CC=C1)C(C)C)NC(=O)NOCC1=CC=CC=C1 (N-[2,6-bis(1-methylethyl)phenyl]-N'-(phenylmethoxy)-urea), CCCCCC (hexane), BrCCCCCCCCCC (1-bromodecane). Solvent: CN(C=O)C (dimethylformamide), O (water), CN(C=O)C (dimethylformamide). Reaction conditions: temperature 60 celsius. The product is CC(C)C1=C(C(=CC=C1)C(C)C)NC(N(OCC1=CC=CC=C1)CCCCCCCCCC)=O (N'-[2,6-bis(1-methylethyl)phenyl]-N-decyl-N-(phenylmethoxy)-urea). Yield: 63.0%. RXN SMILES: [CH3:1][CH:2]([C:4]1[CH:9]=[CH:8][CH:7]=[C:6]([CH:10]([CH3:12])[CH3:11])[C:5]=1[NH:13][C:14]([NH:16][O:17][CH2:18][C:19]1[CH:24]=[CH:23][CH:22]=[CH:21][CH:20]=1)=[O:15])[CH3:3].CCCCCC.[H-].[Na+].Br[CH2:34][CH2:35][CH2:36][CH2:37][CH2:38][CH2:39][CH2:40][CH2:41][CH2:42][CH3:43]>CN(C)C=O.O>[CH3:12][CH:10]([C:6]1[CH:7]=[CH:8][CH:9]=[C:4]([CH:2]([CH3:1])[CH3:3])[C:5]=1[NH:13][C:14](=[O:15])[N:16]([CH2:34][CH2:35][CH2:36][CH2:37][CH2:38][CH2:39][CH2:40][CH2:41][CH2:42][CH3:43])[O:17][CH2:18][C:19]1[CH:24]=[CH:23][CH:22]=[CH:21][CH:20]=1)[CH3:11] |f:2.3|. Reported procedure: A solution of N-[2,6-bis(1-methylethyl)phenyl]-N'-(phenylmethoxy)-urea (1.62 g, 5 mmol) in 5 ml of dry dimethylformamide is added dropwise to a room temperature suspension of hexane washed sodium hydride (0.13 g, 5.5 mmol) in 3 ml of dry dimethylformamide with stirring. When gas evolution is complete, the suspension is warmed to 60° C. and 1-bromodecane (1 ml, 5 mmol) is added dropwise. The mixture is stirred for 30 minutes, cooled to room temperature, poured into water and extracted with diethy... Yields the product Cl.Cl.N1=CC(=CC=C1)C=C1N2CCC(C1)CC2 (2-((3-pyridyl)methylene)-1-azabicyclo[2.2.2]octane dihydrochloride). Run at time 6 hour. As a reaction SMILES: [Cl:1][CH:2]1[CH2:7][CH:6]2[CH2:8][CH2:9][N:3]1[CH2:4][CH2:5]2.[CH2:10](O)[CH3:11]>[Ni]>[ClH:1].[ClH:1].[N:3]1[CH:2]=[CH:7][CH:6]=[C:10]([CH:11]=[C:2]2[CH2:7][CH:6]3[CH2:8][CH2:9][N:3]2[CH2:4][CH2:5]3)[CH:4]=1 |f:3.4.5|. Reagents/catalysts: [Ni] (Raney nickel). Procedure details: Quinuclidin-3-one hydrochloride (4.6 g, 28.3 mmol) and powdered anhydrous potassium hydroxide (2.1 g, 37.2 mmol) were dissolved in methanol (25 ml) and stirred for 15 mins. Pyridine-3-carboxaldehyde (3.2 g, 29.5 mmol) was then added in one portion and the mixture was stirred for an additional 20 hrs. The reaction mixture was then diluted with 40 ml water and cooled to 0° C. yielding 2-((3-pyridyl)methylene)-1-azabicyclo[2.2.2]octan-3-one as a yellow precipitate, which was collected, washed with ... The reactants are ClC1N2CCC(C1)CC2 (chloroquinuclidine), C(C)O (ethanol).